Dataset: the Open Reaction Database (ORD), a public repository of structured organic reaction records. Task: describe an organic reaction: reactants, conditions, products, and yield Yields the product C1(CC1)S(=O)(=O)N1C[C@H]2[C@@H](C1)[C@@H](CC2)NC([C@H](CC(C)C)N2CCCC2)=O ((2S)—N-[(3aS,4R,6aR)-2-(cyclopropylsulfonyl)octahydrocyclopenta[c]pyrrol-4-yl]-4-methyl-2-pyrrolidin-1-ylpentanamide). As a reaction SMILES: C([N:8]1[CH2:12][C@H:11]2[C@H:13]([NH:16][C:17](=[O:29])[C@@H:18]([N:23]3[CH2:28][CH2:27]O[CH2:25][CH2:24]3)[CH2:19][CH:20]([CH3:22])[CH3:21])[CH2:14][CH2:15][C@H:10]2[CH2:9]1)C1C=CC=CC=1.[CH:30]1([S:33](Cl)(=[O:35])=[O:34])[CH2:32][CH2:31]1.FC(F)(F)C1C=C(S(Cl)(=O)=O)C=CC=1>>[CH:30]1([S:33]([N:8]2[CH2:12][C@H:11]3[C@H:13]([NH:16][C:17](=[O:29])[C@@H:18]([N:23]4[CH2:24][CH2:25][CH2:27][CH2:28]4)[CH2:19][CH:20]([CH3:21])[CH3:22])[CH2:14][CH2:15][C@H:10]3[CH2:9]2)(=[O:35])=[O:34])[CH2:32][CH2:31]1. Reported procedure: The title compound was prepared by substituting (2S)—N-[(3aS,4R,6aR)-2-benzyloctahydrocyclopenta[c]pyrrol-4-yl]-4-methyl-2-pyrrolidin-1-ylpentanamide from Example 250 for (S)—N-((3aS,4R,6aR)-2-benzyloctahydrocyclopenta[c]pyrrol-4-yl)-4-methyl-2-morpholinopentanamide and cyclopropanesulfonyl chloride for 3-(trifluoromethyl)benzene-1-sulfonyl chloride in the procedures described in Example 319: 1H NMR (500 MHz, pyridine-d5) δ ppm 8.14 (d, J=7.3 Hz, 1H), 4.33-4.40 (m, 1H), 3.82 (dd, J=9.9, 2.6 Hz, ... Starting materials: C(C1=CC=CC=C1)N1C[C@H]2[C@@H](C1)[C@@H](CC2)NC([C@H](CC(C)C)N2CCOCC2)=O ((S)—N-((3aS,4R,6aR)-2-benzyloctahydrocyclopenta[c]pyrrol-4-yl)-4-methyl-2-morpholinopentanamide), C1(CC1)S(=O)(=O)Cl (cyclopropanesulfonyl chloride), FC(C=1C=C(C=CC1)S(=O)(=O)Cl)(F)F (3-(trifluoromethyl)benzene-1-sulfonyl chloride). Yield: 89.3%. Yields the product C(C)OC(=O)C1=CC(=C(C=C1)B(O)O)OC (4-ethoxycarbonyl-2-methoxyphenylboronic acid). Run in O1CCCC1 (tetrahydrofuran), O (water), C(C)(=O)OCC (ethyl acetate), O (water). Reactants: I(=O)(=O)(=O)[O-].[Na+] (Sodium metaperiodate), COC=1C=C(C(=O)OCC)C=CC1B1OC(C(O1)(C)C)(C)C (ethyl 3-methoxy-4-(4,4,5,5-tetramethyl-1,3,2-dioxaborolan-2-yl)benzoate), Cl (hydrochloric acid). RXN SMILES: I([O-])(=O)(=O)=O.[Na+].[CH3:7][O:8][C:9]1[CH:10]=[C:11]([CH:17]=[CH:18][C:19]=1[B:20]1[O:24]C(C)(C)C(C)(C)[O:21]1)[C:12]([O:14][CH2:15][CH3:16])=[O:13].Cl>C(OCC)(=O)C.O.O1CCCC1>[CH2:15]([O:14][C:12]([C:11]1[CH:17]=[CH:18][C:19]([B:20]([OH:21])[OH:24])=[C:9]([O:8][CH3:7])[CH:10]=1)=[O:13])[CH3:16] |f:0.1|. Procedure: Sodium metaperiodate (0.157 g) was added to a mixture of ethyl 3-methoxy-4-(4,4,5,5-tetramethyl-1,3,2-dioxaborolan-2-yl)benzoate (0.075 g), water (1 mL) and tetrahydrofuran (4 mL) at room temperature with stirring, and the mixture was stirred at that temperature for 10 min. 2 mol/L hydrochloric acid (0.082 mL) was added, and the resulting mixture was stirred at that temperature for additional 2 hrs, then water and ethyl acetate were added. The organic layer was separated, washed with water and b... The reactants are C1(=CC=C(C=C1)S(=O)(=O)[O-])C.[NH+]1=CC=CC=C1 (pyridinium p-toluenesulfonate), FC=1C(=NC(=NC1)NCCN1N=NC=C1)C1=CC2=C(S1)C(=CC=C2)C2=CC(=NC=C2OCCOC2OCCCC2)F ([5-fluoro-4-(7-{2-fluoro-5-[2-(tetrahydro-pyran-2-yloxy)-ethoxy]-pyridin-4-yl}-benzo[b]thiophen-2-yl)-pyrimidin-2-yl]-(2-[1,2,3]triazol-1-yl-ethyl)-amine). Run in C(C)O (ethanol). Conditions: temperature 55 celsius, time 8 hour. Yields the product N1(N=NC=C1)CCNC1=NC=C(C(=N1)C1=CC2=C(S1)C(=CC=C2)C2=C(C=NC(=C2)F)OCCO)F (2-(4-(2-(2-(2-(1H-1,2,3-Triazol-1-yl)ethylamino)-5-fluoropyrimidin-4-yl)benzo[b]thiophen-7-yl)-6-fluoropyridin-3-yloxy)ethanol). The yield is 88.3%. Reaction SMILES: C1(C)C=CC(S([O-])(=O)=O)=CC=1.[NH+]1C=CC=CC=1.[F:18][C:19]1[C:20]([C:33]2[S:37][C:36]3[C:38]([C:42]4[C:47]([O:48][CH2:49][CH2:50][O:51]C5CCCCO5)=[CH:46][N:45]=[C:44]([F:58])[CH:43]=4)=[CH:39][CH:40]=[CH:41][C:35]=3[CH:34]=2)=[N:21][C:22]([NH:25][CH2:26][CH2:27][N:28]2[CH:32]=[CH:31][N:30]=[N:29]2)=[N:23][CH:24]=1>C(O)C>[N:28]1([CH2:27][CH2:26][NH:25][C:22]2[N:21]=[C:20]([C:33]3[S:37][C:36]4[C:38]([C:42]5[CH:43]=[C:44]([F:58])[N:45]=[CH:46][C:47]=5[O:48][CH2:49][CH2:50][OH:51])=[CH:39][CH:40]=[CH:41][C:35]=4[CH:34]=3)[C:19]([F:18])=[CH:24][N:23]=2)[CH:32]=[CH:31][N:30]=[N:29]1 |f:0.1|. Reported procedure: Add pyridinium p-toluenesulfonate (8.23 mg, 0.03 mmol) to a solution of [5-fluoro-4-(7-{2-fluoro-5-[2-(tetrahydro-pyran-2-yloxy)-ethoxy]-pyridin-4-yl}-benzo[b]thiophen-2-yl)-pyrimidin-2-yl]-(2-[1,2,3]triazol-1-yl-ethyl)-amine (190 mg, 0.32 mmol) in ethanol (4 mL). Stir the mixture at 55° C. overnight. Cool the solution. Concentrate the solution in vacuo to a yellow oil. Purify by column chromatography (methylene chloride to 10% methanol in methylene chloride) to afford the title compound (0.14 g... The solvent is CCCCCC (Hexane), CCCCCC (hexane). Yields the product FC1=C(C=C2C(C(=CNC2=C1)C(=O)OCC)=O)OC (ethyl 7-fluoro-6-methoxy-4-oxo-1,4-dihydro-3-quinolinecarboxylate). Procedure details: A mixture of 3-fluoro-4-methoxyaniline (3.00 g, 21.26 mmol) and diethyl ethoxymethylene malonate (4.59 g, 21.26 mmol) is heated at 110° C. for 1 hour then cooled to room temperature. Hexane is added and the solids collected by filtration. This material is suspended in 45 mL of a 3:1 mixture of diphenyl ether:biphenyl and the mixture is heated at reflux for 2 hours to provide a brown solution. The reaction mixture is cooled to room temperature and hexane is added. The resultant solid is collected... Reaction conditions: temperature 110 celsius. The reactants are FC=1C=C(N)C=CC1OC (3-fluoro-4-methoxyaniline), CCOC=C(C(=O)OCC)C(=O)OCC (diethyl ethoxymethylene malonate). Reaction SMILES: [F:1][C:2]1[CH:3]=[C:4]([CH:6]=[CH:7][C:8]=1[O:9][CH3:10])[NH2:5].CC[O:13][CH:14]=[C:15]([C:21](OCC)=O)[C:16]([O:18][CH2:19][CH3:20])=[O:17]>CCCCCC>[F:1][C:2]1[CH:3]=[C:4]2[C:6]([C:14](=[O:13])[C:15]([C:16]([O:18][CH2:19][CH3:20])=[O:17])=[CH:21][NH:5]2)=[CH:7][C:8]=1[O:9][CH3:10]. The yield is 46.5%. Reactants: COC=1C=C(C(=O)O)C(=CC1OC)C(C1=CC(=NC=C1)Br)=O (3,4-Dimethoxy-6-(2-bromoisonicotinoyl)benzoic acid), O.NN (hydrazine monohydrate). Run in C(C)O (ethanol). Yields the product BrC1=NC=CC(=C1)C1=NNC(C2=CC(=C(C=C12)OC)OC)=O (2-bromo-4-(6,7-dimethoxyphthalazin-1(2H)-on-4-yl)pyridine). RXN SMILES: [CH3:1][O:2][C:3]1[CH:4]=[C:5]([C:9]([C:14](=O)[C:15]2[CH:20]=[CH:19][N:18]=[C:17]([Br:21])[CH:16]=2)=[CH:10][C:11]=1[O:12][CH3:13])[C:6](O)=[O:7].O.[NH2:24][NH2:25]>C(O)C>[Br:21][C:17]1[CH:16]=[C:15]([C:14]2[C:9]3[C:5](=[CH:4][C:3]([O:2][CH3:1])=[C:11]([O:12][CH3:13])[CH:10]=3)[C:6](=[O:7])[NH:25][N:24]=2)[CH:20]=[CH:19][N:18]=1 |f:1.2|. Reported procedure: 3,4-Dimethoxy-6-(2-bromoisonicotinoyl)benzoic acid (15.2 g) and hydrazine monohydrate (15 ml) are added to ethanol (30 ml), and the mixture is heated under reflux for one hour. The reaction mixture is cooled with ice, and the precipitates are collected by filtration to give 2-bromo-4-(6,7-dimethoxyphthalazin-1(2H)-on-4-yl)pyridine (14.1 g). Reactants: [Li]CCCC, C1CCOC1, Cn1cnc(-c2ccccc2)n1, CC1(c2ccc(F)c(C=O)c2)OCCO1. The product is Cn1nc(-c2ccccc2)nc1C(O)c1cc(C2(C)OCCO2)ccc1F. As a reaction SMILES: [CH2:13]([Li:14])[CH2:15][CH2:16][CH3:17].[CH2:33]1[O:34][CH2:35][CH2:36][CH2:37]1.[CH3:1][n:2]1[n:3][c:4](-[c:7]2[cH:8][cH:9][cH:10][cH:11][cH:12]2)[n:5][cH:6]1.[F:18][c:19]1[c:20]([CH:21]=[O:22])[cH:23][c:24]([C:27]2([CH3:32])[O:28][CH2:29][CH2:30][O:31]2)[cH:25][cH:26]1>>[CH3:1][n:2]1[n:3][c:4](-[c:7]2[cH:8][cH:9][cH:10][cH:11][cH:12]2)[n:5][c:6]1[CH:21]([c:20]1[c:19]([F:18])[cH:26][cH:25][c:24]([C:27]2([CH3:32])[O:28][CH2:29][CH2:30][O:31]2)[cH:23]1)[OH:22].